Dataset: the Open Reaction Database (ORD), a public repository of structured organic reaction records. Task: describe an organic reaction: reactants, conditions, products, and yield The reactants are CC(=O)Cl, CCN(C(C)C)C(C)C, ClCCl, Cc1c(NC(=O)c2ccc(C(C)(C)C)cc2)cccc1-c1cc(N)c2nccn2c1. Yields the product CC(=O)Nc1cc(-c2cccc(NC(=O)c3ccc(C(C)(C)C)cc3)c2C)cn2ccnc12. Reaction SMILES: [CH3:40][C:41]([Cl:42])=[O:43].[CH:31]([N:32]([CH:33]([CH3:34])[CH3:35])[CH2:36][CH3:37])([CH3:38])[CH3:39].[Cl:44][CH2:45][Cl:46].[NH2:1][c:2]1[c:3]2[n:4]([cH:5][c:6](-[c:8]3[c:9]([CH3:27])[c:10]([NH:14][C:15]([c:16]4[cH:17][cH:18][c:19]([C:22]([CH3:23])([CH3:24])[CH3:25])[cH:20][cH:21]4)=[O:26])[cH:11][cH:12][cH:13]3)[cH:7]1)[cH:28][cH:29][n:30]2>>[NH:1]([c:2]1[c:3]2[n:4]([cH:5][c:6](-[c:8]3[c:9]([CH3:27])[c:10]([NH:14][C:15]([c:16]4[cH:17][cH:18][c:19]([C:22]([CH3:23])([CH3:24])[CH3:25])[cH:20][cH:21]4)=[O:26])[cH:11][cH:12][cH:13]3)[cH:7]1)[cH:28][cH:29][n:30]2)[C:41]([CH3:40])=[O:43]. Reactants: C(C1=CC=CC=C1)OC1=CC(=C(C=C1)CC(=O)OC(C)(C)C)OC (tert-butyl [4-(benzyloxy)-2-methoxyphenyl]acetate), C(=O)(C(F)(F)F)O (TFA). Solvent: C(Cl)Cl (DCM). Conditions: time 30 minute. The product is C(C1=CC=CC=C1)OC1=CC(=C(C=C1)CC(=O)O)OC ([4-(benzyloxy)-2-methoxyphenyl]acetic acid). Reaction SMILES: [CH2:1]([O:8][C:9]1[CH:14]=[CH:13][C:12]([CH2:15][C:16]([O:18]C(C)(C)C)=[O:17])=[C:11]([O:23][CH3:24])[CH:10]=1)[C:2]1[CH:7]=[CH:6][CH:5]=[CH:4][CH:3]=1.C(O)(C(F)(F)F)=O>C(Cl)Cl>[CH2:1]([O:8][C:9]1[CH:14]=[CH:13][C:12]([CH2:15][C:16]([OH:18])=[O:17])=[C:11]([O:23][CH3:24])[CH:10]=1)[C:2]1[CH:3]=[CH:4][CH:5]=[CH:6][CH:7]=1. Procedure details: A solution of tert-butyl [4-(benzyloxy)-2-methoxyphenyl]acetate (2.2 g, 6.70 mmol) in DCM (10 ml) was treated with TFA (10.3 ml, 134 mmol) and the mixture stirred at RT for 30 min. The volatiles were removed in vacuo to afford the title compound. LC/MS (m/z): 273 (M+H)+. Reactants: O=C([O-])[O-], CO, O=Cc1cc(OC(F)(F)F)ccc1OC1CC1, [K+], [K+], CC(=O)O[PH](=O)OC=[N+]=[N-]. Yields the product C#Cc1cc(OC(F)(F)F)ccc1OC1CC1. As a reaction SMILES: [C:1](=[O:2])([O-:3])[O-:4].[CH3:34][OH:35].[CH:7]1([O:10][c:11]2[c:12]([CH:13]=[O:14])[cH:15][c:16]([O:19][C:20]([F:21])([F:22])[F:23])[cH:17][cH:18]2)[CH2:8][CH2:9]1.[K+:5].[K+:6].[PH:24](=[O:25])([O:26][CH:27]=[N+:28]=[N-:29])[O:30][C:31](=[O:32])[CH3:33]>>[CH:1]#[C:13][c:12]1[c:11]([O:10][CH:7]2[CH2:8][CH2:9]2)[cH:18][cH:17][c:16]([O:19][C:20]([F:21])([F:22])[F:23])[cH:15]1. The reactants are CC(=O)OC(C)(C)C, COC(=O)c1cccc(-c2nc(C)sc2COC2CCCCO2)c1, [Li]. Product: Cc1nc(-c2cccc(C(=O)CC(=O)OC(C)(C)C)c2)c(COC2CCCCO2)s1. As a reaction SMILES: [C:25]([CH3:26])(=[O:27])[O:28][C:29]([CH3:30])([CH3:31])[CH3:32].[CH3:1][O:2][C:3]([c:4]1[cH:5][c:6](-[c:10]2[n:11][c:12]([CH3:23])[s:13][c:14]2[CH2:15][O:16][CH:17]2[O:18][CH2:19][CH2:20][CH2:21][CH2:22]2)[cH:7][cH:8][cH:9]1)=[O:24].[Li:33]>>[C:3]([c:4]1[cH:5][c:6](-[c:10]2[n:11][c:12]([CH3:23])[s:13][c:14]2[CH2:15][O:16][CH:17]2[O:18][CH2:19][CH2:20][CH2:21][CH2:22]2)[cH:7][cH:8][cH:9]1)(=[O:24])[CH2:26][C:25](=[O:27])[O:28][C:29]([CH3:30])([CH3:31])[CH3:32]. Reactants: COC=1N=CC=C2C1N(C=C2C2=C(C=CC(=C2)CS(=O)(=O)C)NC2=NC=CC=C2)C (N-(2-(7-methoxy-1-methyl-1H-pyrrolo[2,3-c]pyridin-3-yl)-4-((methylsulfonyl)methyl)phenyl)pyridin-2-amine), Cl (hydrogen chloride), Cl (hydrogen chloride). Solvent: CO (methanol). Conditions: temperature 75 celsius, time 3.5 hour. The product is CN1C=C(C2=C1C(NC=C2)=O)C2=C(C=CC(=C2)CS(=O)(=O)C)NC2=NC=CC=C2 (1-methyl-3-(5-((methylsulfonyl)methyl)-2-(pyridin-2-ylamino)phenyl)-1H-pyrrolo[2,3-c]pyridin-7(6H)-one). As a reaction SMILES: C[O:2][C:3]1[N:4]=[CH:5][CH:6]=[C:7]2[C:11]([C:12]3[CH:17]=[C:16]([CH2:18][S:19]([CH3:22])(=[O:21])=[O:20])[CH:15]=[CH:14][C:13]=3[NH:23][C:24]3[CH:29]=[CH:28][CH:27]=[CH:26][N:25]=3)=[CH:10][N:9]([CH3:30])[C:8]=12.Cl>CO>[CH3:30][N:9]1[C:8]2[C:3](=[O:2])[NH:4][CH:5]=[CH:6][C:7]=2[C:11]([C:12]2[CH:17]=[C:16]([CH2:18][S:19]([CH3:22])(=[O:20])=[O:21])[CH:15]=[CH:14][C:13]=2[NH:23][C:24]2[CH:29]=[CH:28][CH:27]=[CH:26][N:25]=2)=[CH:10]1. Procedure: A mixture of Example 203A (0.062 g, 0.147 mmol) in methanol (1 mL) was treated with hydrogen chloride solution (4 M in 1,4-dioxane, 1 mL, 4 mmol) and heated at 75° C. for 2.5 hours. Additional hydrogen chloride solution (4 M in 1,4-dioxane, 1 mL, 4 mmol) was added and heating was continued for another 3.5 hours. The reaction mixture was then concentrated and the residue was purified by preparative HPLC on a Phenomenex Luna C8(2) 5 μm 100 Å AXIA column (30 mm×75 mm) A gradient of 20-100% acetonit... Reactants: FC(S(=O)(=O)OC=1C=CC2=C(C(=N[C@H](C=3N2C(=NN3)C)CC(=O)NCC)C3=CC=C(C=C3)Cl)C1)(F)F ((S)-6-(4-Chlorophenyl)-4-(2-(ethylamino)-2-oxoethyl)-1-methyl-4H-benzo[f][1,2,4]triazolo[4,3-a][1,4]diazepin-8-yl trifluoromethanesulfonate), C(=O)C=1C=C(C=CC1)B(O)O (3-formylphenylboronic acid), C(C)O (Ethanol), Intermediate 3, C([O-])([O-])=O.[K+].[K+] (potassium carbonate). Reagents/catalysts: Cl[Pd]([P](C1=CC=CC=C1)(C2=CC=CC=C2)C3=CC=CC=C3)([P](C4=CC=CC=C4)(C5=CC=CC=C5)C6=CC=CC=C6)Cl (bis(triphenylphosphine)palladium(II) chloride). Run in C1(=CC=CC=C1)C (toluene). Run at temperature 120 celsius. Product: ClC1=CC=C(C=C1)C1=N[C@H](C=2N(C3=C1C=C(C=C3)C3=CC(=CC=C3)C=O)C(=NN2)C)CC(=O)NCC ((S)-2-(6-(4-chlorophenyl)-8-(3-formylphenyl)-1-methyl-4H-benzo[f][1,2,4]triazolo[4,3-a][1,4]diazepin-4-yl)-N-ethylacetamide). Reaction SMILES: FC(F)(F)S(O[C:7]1[CH:8]=[CH:9][C:10]2[N:16]3[C:17]([CH3:20])=[N:18][N:19]=[C:15]3[C@H:14]([CH2:21][C:22]([NH:24][CH2:25][CH3:26])=[O:23])[N:13]=[C:12]([C:27]3[CH:32]=[CH:31][C:30]([Cl:33])=[CH:29][CH:28]=3)[C:11]=2[CH:34]=1)(=O)=O.C(=O)([O-])[O-].[K+].[K+].[CH:43]([C:45]1[CH:46]=[C:47](B(O)O)[CH:48]=[CH:49][CH:50]=1)=[O:44].C(O)C>Cl[Pd](Cl)([P](C1C=CC=CC=1)(C1C=CC=CC=1)C1C=CC=CC=1)[P](C1C=CC=CC=1)(C1C=CC=CC=1)C1C=CC=CC=1.C1(C)C=CC=CC=1>[Cl:33][C:30]1[CH:29]=[CH:28][C:27]([C:12]2[C:11]3[CH:34]=[C:7]([C:49]4[CH:48]=[CH:47][CH:46]=[C:45]([CH:43]=[O:44])[CH:50]=4)[CH:8]=[CH:9][C:10]=3[N:16]3[C:17]([CH3:20])=[N:18][N:19]=[C:15]3[C@H:14]([CH2:21][C:22]([NH:24][CH2:25][CH3:26])=[O:23])[N:13]=2)=[CH:32][CH:31]=1 |f:1.2.3,^1:59,78|. Procedure details: (S)-6-(4-Chlorophenyl)-4-(2-(ethylamino)-2-oxoethyl)-1-methyl-4H-benzo[f][1,2,4]triazolo[4,3-a][1,4]diazepin-8-yl trifluoromethanesulfonate (for a preparation see Intermediate 3) (500 mg) potassium carbonate (638 mg), 3-formylphenylboronic acid (166 mg) and bis(triphenylphosphine)palladium(II) chloride (64.8 mg) were added to a 20 ml microwave vial. Ethanol (9 ml) and toluene (9 ml) were added to the vial and the reaction mixture was heated at 120° C. for 20 min (microwave). The reaction mixture... The reactants are CN, Cl, O=S(=O)(Cl)c1ccc(NS(=O)(=O)C(F)(F)F)cc1, O. Yields the product CNS(=O)(=O)c1ccc(NS(=O)(=O)C(F)(F)F)cc1. RXN SMILES: [CH3:1][NH2:2].[ClH:21].[F:3][C:4]([S:5](=[O:6])(=[O:7])[NH:8][c:9]1[cH:10][cH:11][c:12]([S:15](=[O:16])(=[O:17])[Cl:18])[cH:13][cH:14]1)([F:19])[F:20].[OH2:22]>>[CH3:1][NH:2][S:15]([c:12]1[cH:11][cH:10][c:9]([NH:8][S:5]([C:4]([F:3])([F:19])[F:20])(=[O:6])=[O:7])[cH:14][cH:13]1)(=[O:16])=[O:17]. Reactants: ClC1=C(C#N)C=C(C=C1)CSC=1N(C(=CN1)C(C)(C)C1=CC(=C(C=C1)OC)Cl)C1=CC=C(C=C1)F (2-chloro-5-((5-(2-(3-chloro-4-methoxyphenyl)propan-2-yl)-1-(4-fluorophenyl)-1H-imidazol-2-ylthio)methyl)benzonitrile), [N-]=[N+]=[N-].[Na+] (sodium azide), [NH4+].[Cl-] (NH4Cl). The solvent is CN(C)C=O (DMF). Conditions: temperature 110 celsius, time 16 hour. Yields the product ClC1=C(C=C(C=C1)CSC=1N(C(=CN1)C(C)(C)C1=CC(=C(C=C1)OC)Cl)C1=CC=C(C=C1)F)C1=NN=NN1 (5-(2-Chloro-5-((5-(2-(3-chloro-4-methoxyphenyl)propan-2-yl)-1-(4-fluorophenyl)-1H-imidazol-2-ylthio)methyl)phenyl)-1H-tetrazole). Yield: 74.6%. As a reaction SMILES: [Cl:1][C:2]1[CH:9]=[CH:8][C:7]([CH2:10][S:11][C:12]2[N:13]([C:29]3[CH:34]=[CH:33][C:32]([F:35])=[CH:31][CH:30]=3)[C:14]([C:17]([C:20]3[CH:25]=[CH:24][C:23]([O:26][CH3:27])=[C:22]([Cl:28])[CH:21]=3)([CH3:19])[CH3:18])=[CH:15][N:16]=2)=[CH:6][C:3]=1[C:4]#[N:5].[N-:36]=[N+:37]=[N-:38].[Na+].[NH4+].[Cl-]>CN(C=O)C>[Cl:1][C:2]1[CH:9]=[CH:8][C:7]([CH2:10][S:11][C:12]2[N:13]([C:29]3[CH:30]=[CH:31][C:32]([F:35])=[CH:33][CH:34]=3)[C:14]([C:17]([C:20]3[CH:25]=[CH:24][C:23]([O:26][CH3:27])=[C:22]([Cl:28])[CH:21]=3)([CH3:18])[CH3:19])=[CH:15][N:16]=2)=[CH:6][C:3]=1[C:4]1[NH:38][N:37]=[N:36][N:5]=1 |f:1.2,3.4|. Reported procedure: A mixture of 2-chloro-5-((5-(2-(3-chloro-4-methoxyphenyl)propan-2-yl)-1-(4-fluorophenyl)-1H-imidazol-2-ylthio)methyl)benzonitrile (104 mg, 0.20 mmol), sodium azide (130 mg, 2.0 mmol, 10.0 eq) and NH4Cl (110 mg, 2.0 mmol) in DMF (2 mL, anhyd) was stirred at 110° C. for 16 h. The reaction mixture was cooled to room temperature and partitioned between water and ethyl acetate. The combined extracts were washed with water and brine, then dried over MgSO4 and concentrated. Purification by column chrom...